From a dataset of the Open Reaction Database (ORD), a public repository of structured organic reaction records. describe an organic reaction: reactants, conditions, products, and yield Yields the product C(C)N1N=C(N=C1CCC1=NN2C(C(=NC=C2C)C)=N1)N1CCCC1 (2-[2-(2-Ethyl-5-pyrrolidin-1-yl-2H-[1,2,4]triazol-3-yl)-ethyl]-5,8-dimethyl-[1,2,4]triazolo[1,5-a]pyrazine). The yield is 96.4%. Reaction conditions: temperature 25 celsius, time 5 hour. Solvent: CO (methanol). RXN SMILES: [CH2:1]([N:3]1[C:7]([CH:8]=[CH:9][C:10]2[N:20]=[C:13]3[C:14]([CH3:19])=[N:15][CH:16]=[C:17]([CH3:18])[N:12]3[N:11]=2)=[N:6][C:5]([N:21]2[CH2:25][CH2:24][CH2:23][CH2:22]2)=[N:4]1)[CH3:2]>[Pd].CO>[CH2:1]([N:3]1[C:7]([CH2:8][CH2:9][C:10]2[N:20]=[C:13]3[C:14]([CH3:19])=[N:15][CH:16]=[C:17]([CH3:18])[N:12]3[N:11]=2)=[N:6][C:5]([N:21]2[CH2:25][CH2:24][CH2:23][CH2:22]2)=[N:4]1)[CH3:2]. Procedure details: A mixture of 2-(2-(1-ethyl-3-(pyrrolidin-1-yl)-1H-1,2,4-triazol-5-yl)vinyl)-5,8-dimethyl-[1,2,4]triazolo[1,5-a]pyrazine (33 mg, 97.5 μmol, Eq: 1.00) and palladium on carbon 10% (10.4 mg, 9.75 μmol, Eq: 0.1) in methanol (30 ml) was stirred for 5 hours under hydrogen atmosphere at 25° C. The catalyst was filtered off and the filtrate was evaporated affording 2-[2-(2-Ethyl-5-pyrrolidin-1-yl-2H-[1,2,4]triazol-3-yl)-ethyl]-5,8-dimethyl-[1,2,4]triazolo[1,5-a]pyrazine (32 mg 96.4%) as a yellow oil. MS:... The reagents and catalysts are [Pd] (palladium on carbon). Starting materials: C(C)N1N=C(N=C1C=CC1=NN2C(C(=NC=C2C)C)=N1)N1CCCC1 (2-(2-(1-ethyl-3-(pyrrolidin-1-yl)-1H-1,2,4-triazol-5-yl)vinyl)-5,8-dimethyl-[1,2,4]triazolo[1,5-a]pyrazine). Reactants: ( 11 ), ( 100 ), ( 16 ), Cl.OC(CNC(CC1=CC=C(C=C1)OC)(C)C)COC1=CC=C(C=C1)Cl (N-[2-Hydroxy-3-(4-chlorophenoxy)propyl]-1,1-dimethyl-2-(4-methoxypheny)ethylamine Hydrochloride), Cl.OC(CNC(CC1=CC=C(C=C1)OC)(C)C)COC1=CC=C(C=C1)Cl (N-[2-Hydroxy-3-(4-chlorophenoxy)propyl]-1,1-dimethyl-2-(4-methoxypheny)ethylamine Hydrochloride), ( 9 ), OC(CNC(CC1=CC=C(C=C1)OC)(C)C)COCCCCCCCC (N-(2-Hydroxy-3-octanoxypropyl)-1,1-dimethyl-2-(4-methoxyphenyl)ethylamine), Cl.OC(CNC(CC1=CC=C(C=C1)OC)(C)C)COC1=C(C=CC=C1)C (N-[2-Hydroxy-3-(2-methylphenoxy)propyl]-1,1-dimethyl-2-(4-methoxyphenyl)ethylamine Hydrochloride). Yields the product Cl.OC(CNC(CC1=CC=C(C=C1)OC)(C)C)COC1=CC(=CC(=C1)Cl)Cl (N-[2-hydroxy-3-(3,5-dichlorophenoxy)-propyl]-1,1-dimethyl-2-(4-methoxyphenyl)ethylamine Hydrochloride). As a reaction SMILES: [OH:1][CH:2]([CH2:17][O:18][CH2:19][CH2:20][CH2:21][CH2:22][CH2:23][CH2:24]CC)[CH2:3][NH:4][C:5]([CH3:16])([CH3:15])[CH2:6][C:7]1[CH:12]=[CH:11][C:10]([O:13][CH3:14])=[CH:9][CH:8]=1.[ClH:27].OC(COC1C=CC=CC=1C)CNC(C)(C)CC1C=CC(OC)=CC=1.[ClH:53].OC(COC1C=CC([Cl:78])=CC=1)CNC(C)(C)CC1C=CC(OC)=CC=1>>[ClH:78].[OH:1][CH:2]([CH2:17][O:18][C:19]1[CH:20]=[C:21]([Cl:27])[CH:22]=[C:23]([Cl:53])[CH:24]=1)[CH2:3][NH:4][C:5]([CH3:15])([CH3:16])[CH2:6][C:7]1[CH:8]=[CH:9][C:10]([O:13][CH3:14])=[CH:11][CH:12]=1 |f:1.2,3.4,5.6|. Procedure details: GC/EI-MS, m/z (rel. int.) 382 (M-15,1), 280 (11), 279 (9), 278 (65), 277 (16), 276 (100), 163 (8), 146 (5), 144 (5). The reactants are CC(C)(C)OC(=O)N1C2C=C(c3ccccc3)CC1CC2, CO. Yields the product CC(C)(C)OC(=O)N1C2CCC1CC(c1ccccc1)C2. RXN SMILES: [C:1]([CH3:2])([CH3:3])([CH3:4])[O:5][C:6](=[O:7])[N:8]1[CH:9]2[CH:10]=[C:11]([c:16]3[cH:17][cH:18][cH:19][cH:20][cH:21]3)[CH2:12][CH:13]1[CH2:14][CH2:15]2.[CH3:22][OH:23]>>[C:1]([CH3:2])([CH3:3])([CH3:4])[O:5][C:6](=[O:7])[N:8]1[CH:9]2[CH2:10][CH:11]([c:16]3[cH:17][cH:18][cH:19][cH:20][cH:21]3)[CH2:12][CH:13]1[CH2:14][CH2:15]2.